Dataset: the Open Reaction Database (ORD), a public repository of structured organic reaction records. Task: describe an organic reaction: reactants, conditions, products, and yield Reactants: BrB(Br)Br, COc1cc(C=O)cc(Br)c1O, ClCCl. Yields the product O=Cc1cc(O)c(O)c(Br)c1. Reaction SMILES: [B:13]([Br:14])([Br:15])[Br:16].[Br:1][c:2]1[cH:3][c:4]([CH:5]=[O:6])[cH:7][c:8]([O:11][CH3:12])[c:9]1[OH:10].[Cl:17][CH2:18][Cl:19]>>[Br:1][c:2]1[cH:3][c:4]([CH:5]=[O:6])[cH:7][c:8]([OH:11])[c:9]1[OH:10]. The reactants are CC(Br)Br, N#Cc1ccc(C=O)cc1, Clc1ccc(Br)cc1, [Mg], C1CCOC1. The product is N#Cc1ccc(C(O)c2ccc(Cl)cc2)cc1. Reaction SMILES: [Br:2][CH:3]([Br:4])[CH3:5].[C:14](#[N:15])[c:16]1[cH:17][cH:18][c:19]([CH:20]=[O:21])[cH:22][cH:23]1.[Cl:6][c:7]1[cH:8][cH:9][c:10]([Br:13])[cH:11][cH:12]1.[Mg:1].[O:24]1[CH2:25][CH2:26][CH2:27][CH2:28]1>>[Cl:6][c:7]1[cH:8][cH:9][c:10]([CH:20]([c:19]2[cH:18][cH:17][c:16]([C:14]#[N:15])[cH:23][cH:22]2)[OH:21])[cH:11][cH:12]1.